From a dataset of the Open Reaction Database (ORD), a public repository of structured organic reaction records. describe an organic reaction: reactants, conditions, products, and yield Reactants: CN(CCNS(=O)(=O)C1=CC(=CC=C1)[N+](=O)[O-])C (N-(2-Dimethylamino-ethyl)-3-nitro-benzenesulfonamide). Reagents/catalysts: CC(=O)O (AcOH), [Pd] (Pd/C). Solvent: C(C)O (ethanol). Product: NC=1C=C(C=CC1)S(=O)(=O)NCCN(C)C (3-Amino-N-(2-dimethylamino-ethyl)-benzenesulfonamide). Yield: 99.7%. RXN SMILES: [CH3:1][N:2]([CH3:18])[CH2:3][CH2:4][NH:5][S:6]([C:9]1[CH:14]=[CH:13][CH:12]=[C:11]([N+:15]([O-])=O)[CH:10]=1)(=[O:8])=[O:7]>C(O)C.CC(O)=O.[Pd]>[NH2:15][C:11]1[CH:10]=[C:9]([S:6]([NH:5][CH2:4][CH2:3][N:2]([CH3:18])[CH3:1])(=[O:8])=[O:7])[CH:14]=[CH:13][CH:12]=1. Reported procedure: A solution of 3 (0.8 g) in ethanol (10 mL) was subjected to catalytic hydrogenation (10% Pd/C, Degussa, 0.8 g, 3 drops of AcOH, 1 atm.) overnight. To work up, the solids were filtered the filtrate was dried under vacuum to afford 4 as a solid (0.71 g) which was used in the next step without further purification.